This data is from the Open Reaction Database (ORD), a public repository of structured organic reaction records. The task is: describe an organic reaction: reactants, conditions, products, and yield Reactants: Cc1ccnc2c1C(=O)CC(c1ccsc1)C2, CCO, Cl, N=C(NN)NO, Cc1ccc(S(=O)(=O)[O-])cc1. The product is Cc1ccnc2c1C(=NNC(=N)NO)CC(c1ccsc1)C2, Cl. As a reaction SMILES: [CH3:1][c:2]1[cH:3][cH:4][n:5][c:6]2[c:11]1[C:10](=[O:12])[CH2:9][CH:8]([c:13]1[cH:14][s:15][cH:16][cH:17]1)[CH2:7]2.[CH3:36][CH2:37][OH:38].[ClH:35].[NH2:18][NH:19][C:20](=[NH:21])[NH:22][OH:23].[c:24]1([CH3:25])[cH:26][cH:27][c:28]([S:29]([O-:30])(=[O:31])=[O:32])[cH:33][cH:34]1>>[CH3:1][c:2]1[cH:3][cH:4][n:5][c:6]2[c:11]1[C:10](=[N:18][NH:19][C:20](=[NH:21])[NH:22][OH:23])[CH2:9][CH:8]([c:13]1[cH:14][s:15][cH:16][cH:17]1)[CH2:7]2.[ClH:35]. The reactants are CCOC(=O)C1CCC(C)CC1=O, ClCCl, Cl[Se]c1ccccc1, c1ccncc1. Yields the product CCOC(=O)C1=CCC(C)CC1=O. As a reaction SMILES: [CH3:15][CH:16]1[CH2:17][C:18](=[O:27])[CH:19]([C:22](=[O:23])[O:24][CH2:25][CH3:26])[CH2:20][CH2:21]1.[Cl:28][CH2:29][Cl:30].[c:1]1([Se:2][Cl:3])[cH:4][cH:5][cH:6][cH:7][cH:8]1.[cH:9]1[cH:10][cH:11][n:12][cH:13][cH:14]1>>[CH3:15][CH:16]1[CH2:17][C:18](=[O:27])[C:19]([C:22](=[O:23])[O:24][CH2:25][CH3:26])=[CH:20][CH2:21]1.